describe an organic reaction: reactants, conditions, products, and yield From a dataset of the Open Reaction Database (ORD), a public repository of structured organic reaction records. Reactants: [N+](=O)([O-])OCCCOC([C@H]1N(CCC1)C(=O)OC(C)(C)C)=O (N-Boc-L-proline 3-nitrooxypropyl ester), solution, Cl (HCl). Solvent: C(C)(=O)OCC (Ethyl acetate), C(C)(=O)OCC (ethyl acetate). Conditions: time 5 hour. Yields the product Cl.[N+](=O)([O-])OCCCOC([C@H]1NCCC1)=O (L-proline 3-nitrooxypropyl ester hydrochloride). Reaction SMILES: [N+:1]([O:4][CH2:5][CH2:6][CH2:7][O:8][C:9](=[O:22])[C@@H:10]1[CH2:14][CH2:13][CH2:12][N:11]1C(OC(C)(C)C)=O)([O-:3])=[O:2].[ClH:23]>C(OCC)(=O)C>[ClH:23].[N+:1]([O:4][CH2:5][CH2:6][CH2:7][O:8][C:9](=[O:22])[C@@H:10]1[CH2:14][CH2:13][CH2:12][NH:11]1)([O-:3])=[O:2] |f:3.4|. Procedure: To a cooled at 0° C. solution of N-Boc-L-proline 3-nitrooxypropyl ester (2.1 g, 6.6 mmol) in Ethyl acetate (50 mL) a 6.8 M solution of HCl in ethyl acetate (19.4 mL) was added and the solution was slowly warmed to room temperature and stirred for 5 hours. Then the solvent was evaporated affording L-proline 3-nitrooxypropyl ester hydrochloride (1.7 g, quantitative) as a foam. Starting materials: C(#N)C[C@@H]1C[C@@H](OC(O1)(C)C)CC(=O)O ((±)-cis-6-(cyanomethyl)-2,2-dimethyl-1,3-dioxane-4-acetic acid), N12CCCCCC2=NCCC1 (1,8-diazabicyclo[5.4.0]-undec-7-ene), IC(C)C (2-iodopropane). Run in C(C)#N (acetonitrile), C(C)OCC (diethyl ether). Run at time 8 hour. The product is C(#N)C[C@@H]1C[C@@H](OC(O1)(C)C)CC(=O)OC(C)C ((±)-cis-1-methylethyl 6-(cyanomethyl)-2,2-dimethyl-1,3-dioxane-4-acetate). As a reaction SMILES: [C:1]([CH2:3][C@H:4]1[O:9][C:8]([CH3:11])([CH3:10])[O:7][C@@H:6]([CH2:12][C:13]([OH:15])=[O:14])[CH2:5]1)#[N:2].N12CCCN=C1CC[CH2:19][CH2:18][CH2:17]2.IC(C)C>C(#N)C.C(OCC)C>[C:1]([CH2:3][C@H:4]1[O:9][C:8]([CH3:11])([CH3:10])[O:7][C@@H:6]([CH2:12][C:13]([O:15][CH:18]([CH3:19])[CH3:17])=[O:14])[CH2:5]1)#[N:2]. Procedure details: To a solution of (±)-cis-6-(cyanomethyl)-2,2-dimethyl-1,3-dioxane-4-acetic acid, 0.6 g (3 mmol), in acetonitrile, 2 mL, is added 1,8-diazabicyclo[5.4.0]-undec-7-ene (DBU), 0.45 mL (3 mmol), and 2-iodopropane, 0.33 mL (3.3 mmol). The solution is stirred overnight at room temperature, diluted with diethyl ether, washed with brine, and dried (magnesium sulfate). Flash chromatography provides 0.55 g of (±)-cis-1-methylethyl 6-(cyanomethyl)-2,2-dimethyl-1,3-dioxane-4-acetate. Reactants: C=CC(=O)OC, C#CCO, C[O-], [Na+]. The product is C#CCOCCC(=O)OC. As a reaction SMILES: [C:1]([CH:2]=[CH2:3])(=[O:4])[O:5][CH3:6].[CH2:7]([C:8]#[CH:9])[OH:10].[CH3:11][O-:12].[Na+:13]>>[C:1]([CH2:2][CH2:3][O:10][CH2:7][C:8]#[CH:9])(=[O:4])[O:5][CH3:6]. The reactants are FC1=CC=C(C=C1)N1N=CC=2C[C@](C(=CC12)C)(C)CC(O)C1=NC=CC=C1 (2-((R)-1-(4-fluorophenyl)-5,6-dimethyl-4,5-dihydro-1H-indazol-5-yl)-1-(pyridin-2-yl)ethanol), 76, ICC (iodoethane). Yields the product C(C)OC(C[C@]1(CC=2C=NN(C2C=C1C)C1=CC=C(C=C1)F)C)C1=NC=CC=C1 ((R)-5-(2-ethoxy-2-(pyridin-2-yl)ethyl)-1-(4-fluorophenyl)-5,6-dimethyl-4,5-dihydro-1H-indazole). As a reaction SMILES: [F:1][C:2]1[CH:7]=[CH:6][C:5]([N:8]2[C:16]3[CH:15]=[C:14]([CH3:17])[C@:13]([CH2:19][CH:20]([C:22]4[CH:27]=[CH:26][CH:25]=[CH:24][N:23]=4)[OH:21])([CH3:18])[CH2:12][C:11]=3[CH:10]=[N:9]2)=[CH:4][CH:3]=1.I[CH2:29][CH3:30]>>[CH2:29]([O:21][CH:20]([C:22]1[CH:27]=[CH:26][CH:25]=[CH:24][N:23]=1)[CH2:19][C@:13]1([CH3:18])[C:14]([CH3:17])=[CH:15][C:16]2[N:8]([C:5]3[CH:4]=[CH:3][C:2]([F:1])=[CH:7][CH:6]=3)[N:9]=[CH:10][C:11]=2[CH2:12]1)[CH3:30]. Procedure: Using a procedure analogous to Example 35, the diastereomer mixture of the alcohols from Examples 75 and 76 (53 mg, 0.146 mmol) was reacted with iodoethane to give Example 77 as a 1:2 mixture of two diastereomers (20 mg, 35%). Reactants: CC(=O)O, ClI, Cc1ccc2nc(-c3ccc(N)cc3)sc2c1. The product is Cc1ccc2nc(-c3ccc(N)c(I)c3)sc2c1. RXN SMILES: [CH3:20][C:21](=[O:22])[OH:23].[I:18][Cl:19].[NH2:1][c:2]1[cH:3][cH:4][c:5](-[c:8]2[s:9][c:10]3[c:11]([n:12]2)[cH:13][cH:14][c:15]([CH3:17])[cH:16]3)[cH:6][cH:7]1>>[NH2:1][c:2]1[cH:3][cH:4][c:5](-[c:8]2[s:9][c:10]3[c:11]([n:12]2)[cH:13][cH:14][c:15]([CH3:17])[cH:16]3)[cH:6][c:7]1[I:18].